From a dataset of the Open Reaction Database (ORD), a public repository of structured organic reaction records. describe an organic reaction: reactants, conditions, products, and yield Starting materials: CC(C)(C)OC(=O)Nc1ccc(F)cc1NC(=O)CC(=O)c1cccc(-c2ccncc2)c1, ClCCl, O=C(O)C(F)(F)F. Yields the product O=C1CC(c2cccc(-c3ccncc3)c2)=Nc2ccc(F)cc2N1. As a reaction SMILES: [C:1]([O:2][C:3](=[O:4])[NH:7][c:8]1[c:9]([NH:15][C:16]([CH2:17][C:18](=[O:5])[c:19]2[cH:20][c:21](-[c:25]3[cH:26][cH:27][n:28][cH:29][cH:30]3)[cH:22][cH:23][cH:24]2)=[O:32])[cH:10][c:11]([F:14])[cH:12][cH:13]1)([CH3:6])([CH3:31])[CH3:33].[Cl:41][CH2:42][Cl:43].[F:34][C:35]([F:36])([F:37])[C:38]([OH:39])=[O:40]>>[N:7]1=[C:18]([c:19]2[cH:20][c:21](-[c:25]3[cH:26][cH:27][n:28][cH:29][cH:30]3)[cH:22][cH:23][cH:24]2)[CH2:17][C:16](=[O:32])[NH:15][c:9]2[c:8]1[cH:13][cH:12][c:11]([F:14])[cH:10]2.